The task is: describe an organic reaction: reactants, conditions, products, and yield. This data is from the Open Reaction Database (ORD), a public repository of structured organic reaction records. The reactants are Cc1nc2cc3c(c(Br)c2o1)CCNCC3, Cc1ccc2c(-c3nnc(SCCCCl)n3C)cccc2n1. The product is Cc1ccc2c(-c3nnc(SCCCN4CCc5cc6nc(C)oc6c(Br)c5CC4)n3C)cccc2n1, Cl. RXN SMILES: [Br:1][c:2]1[c:3]2[c:4]([cH:5][c:6]3[c:12]1[CH2:11][CH2:10][NH:9][CH2:8][CH2:7]3)[n:13][c:14]([CH3:16])[o:15]2.[Cl:17][CH2:18][CH2:19][CH2:20][S:21][c:22]1[n:23]([CH3:38])[c:24](-[c:27]2[c:28]3[cH:29][cH:30][c:31]([CH3:37])[n:32][c:33]3[cH:34][cH:35][cH:36]2)[n:25][n:26]1>>[Br:1][c:2]1[c:3]2[c:4]([cH:5][c:6]3[c:12]1[CH2:11][CH2:10][N:9]([CH2:18][CH2:19][CH2:20][S:21][c:22]1[n:23]([CH3:38])[c:24](-[c:27]4[c:28]5[cH:29][cH:30][c:31]([CH3:37])[n:32][c:33]5[cH:34][cH:35][cH:36]4)[n:25][n:26]1)[CH2:8][CH2:7]3)[n:13][c:14]([CH3:16])[o:15]2.[ClH:17]. Starting materials: O=C(c1ccc(Cl)cc1)c1ccc[nH]1, Cl, [K+], NN, [OH-], O, O, OCCOCCO. The product is Clc1ccc(Cc2ccc[nH]2)cc1. Reaction SMILES: [Cl:1][c:2]1[cH:3][cH:4][c:5]([C:6](=[O:7])[c:8]2[nH:9][cH:10][cH:11][cH:12]2)[cH:13][cH:14]1.[ClH:20].[K+:19].[NH2:16][NH2:17].[OH-:18].[OH2:15].[OH2:21].[OH:22][CH2:23][CH2:24][O:25][CH2:26][CH2:27][OH:28]>>[Cl:1][c:2]1[cH:3][cH:4][c:5]([CH2:6][c:8]2[nH:9][cH:10][cH:11][cH:12]2)[cH:13][cH:14]1. The reactants are CCOC(=O)C1CN(C(=O)OCc2ccccc2)CC1=O, O, OCC1OC(OC2(CO)OC(CO)C(O)C2O)C(O)C(O)C1O. Product: CCOC(=O)C1CN(C(=O)OCc2ccccc2)CC1O. As a reaction SMILES: [CH2:24]([CH3:25])[O:26][C:27](=[O:28])[CH:29]1[CH2:30][N:31]([C:35](=[O:36])[O:37][CH2:38][c:39]2[cH:40][cH:41][cH:42][cH:43][cH:44]2)[CH2:32][C:33]1=[O:34].[OH2:45].[OH:1][CH2:2][CH:3]1[CH:4]([OH:5])[CH:6]([OH:7])[CH:8]([OH:9])[CH:10]([O:11][C:12]2([CH2:21][OH:22])[CH:13]([OH:14])[CH:15]([OH:16])[CH:17]([CH2:18][OH:19])[O:20]2)[O:23]1>>[CH2:24]([CH3:25])[O:26][C:27](=[O:28])[CH:29]1[CH2:30][N:31]([C:35](=[O:36])[O:37][CH2:38][c:39]2[cH:40][cH:41][cH:42][cH:43][cH:44]2)[CH2:32][CH:33]1[OH:34]. Reactants: C(C)(C)(C)OC=1C=C(C(=C(C(=O)O)C1)O)N=C=O (5-tertbutyloxy-carbonylamino-2-hydroxy-benzoic acid), O1CCCC1 (tetrahydrofuran), C(Br)(Br)(Br)Br (carbon tetrabromide). Conditions: time 24 hour. The product is BrCCCCOC(C1=C(C(=CC(=C1)OC(C)(C)C)N=C=O)O)=O (5-tert-Butyloxy-carbonylamino-2-hydroxy-benzoic-(4-bromo-butyl) Ester). Reaction SMILES: [C:1]([O:5][C:6]1[CH:7]=[C:8]([N:16]=[C:17]=[O:18])[C:9]([OH:15])=[C:10]([CH:14]=1)[C:11]([OH:13])=[O:12])([CH3:4])([CH3:3])[CH3:2].O1[CH2:23][CH2:22][CH2:21][CH2:20]1.C(Br)(Br)(Br)[Br:25]>>[Br:25][CH2:20][CH2:21][CH2:22][CH2:23][O:12][C:11](=[O:13])[C:10]1[CH:14]=[C:6]([O:5][C:1]([CH3:4])([CH3:2])[CH3:3])[CH:7]=[C:8]([N:16]=[C:17]=[O:18])[C:9]=1[OH:15]. Reported procedure: To a solution of 5-tertbutyloxy-carbonylamino-2-hydroxy-benzoic acid (20 g, 85.7 mmoles) in tetrahydrofuran (200 ml) triphenylphosphine (44.9 g, 171 mmoles) and lastly carbon tetrabromide (56.7 g, 171 mmoles) are added. The reaction mixture is left under stirring at room temperature for 24 hours and then evaporated under vacuum. The obtained residue is purified by silica gel column chromatography (eluent: n.-hexane/ethyl acetate 8/2 vol./vol.), monitoring the content of the collected fractions b...